Dataset: the Open Reaction Database (ORD), a public repository of structured organic reaction records. Task: describe an organic reaction: reactants, conditions, products, and yield The reactants are Cl (hydrochloric acid), OC=1C=CC(=NC1)OCC(=O)OC (5-hydroxy-2-(methoxycarbonyl)methoxypyridine), FC1=C(C=C(C(=C1)N1C(N(C(=CC1=O)C(F)(F)F)C)=O)F)[N+](=O)[O-] (2,5-difluoro-4-[3-methyl-2,6-dioxo-4-(trifluoromethyl)-1,2,3,6-tetrahydropyrimidin-1-y]nitrobenzene), C([O-])([O-])=O.[K+].[K+] (potassium carbonate). The solvent is O (water), CN(C=O)C (N,N-dimethylformamide). Conditions: temperature 50 celsius, time 1.5 hour. Product: FC1=CC(=C(OC=2C=CC(=NC2)OCC(=O)OC)C=C1N1C(N(C(=CC1=O)C(F)(F)F)C)=O)[N+](=O)[O-] (5-{4-fluoro-5-[3-methyl-2,6-dioxo-4-(trifluoromethyl)-1,2,3,6-tetrahydropyrimidin-1-yl]-2-nitrophenoxy}-2-(methoxycarbonyl)methoxypyridine). The yield is 79.4%. As a reaction SMILES: [OH:1][C:2]1[CH:3]=[CH:4][C:5]([O:8][CH2:9][C:10]([O:12][CH3:13])=[O:11])=[N:6][CH:7]=1.F[C:15]1[CH:20]=[C:19]([N:21]2[C:26](=[O:27])[CH:25]=[C:24]([C:28]([F:31])([F:30])[F:29])[N:23]([CH3:32])[C:22]2=[O:33])[C:18]([F:34])=[CH:17][C:16]=1[N+:35]([O-:37])=[O:36].C(=O)([O-])[O-].[K+].[K+].Cl>O.CN(C)C=O>[F:34][C:18]1[C:19]([N:21]2[C:26](=[O:27])[CH:25]=[C:24]([C:28]([F:31])([F:30])[F:29])[N:23]([CH3:32])[C:22]2=[O:33])=[CH:20][C:15]([O:1][C:2]2[CH:3]=[CH:4][C:5]([O:8][CH2:9][C:10]([O:12][CH3:13])=[O:11])=[N:6][CH:7]=2)=[C:16]([N+:35]([O-:37])=[O:36])[CH:17]=1 |f:2.3.4|. Reported procedure: To a mixture of 0.5 g of 5-hydroxy-2-(methoxycarbonyl)methoxypyridine, 0.80 g of 2,5-difluoro-4-[3-methyl-2,6-dioxo-4-(trifluoromethyl)-1,2,3,6-tetrahydropyrimidin-1-y]nitrobenzene and 5 ml of N,N-dimethylformamide was added 0.35 g of potassium carbonate, and the mixture was stirred for 1.5 hours at 50° C. The solution was cooled to room temperature, poured into a mixture of water, hydrochloric acid and saline, and extracted with ethyl acetate. The organic layer was washed with saturated saline,... Starting materials: C1CCOC1, COC(=O)c1cc(NC(=O)c2cc3cc(Cl)ccc3[nH]2)cc2c1OCCCO2, Cl, [K+], [OH-], O. Yields the product O=C(Nc1cc2c(c(C(=O)O)c1)OCCCO2)c1cc2cc(Cl)ccc2[nH]1. Reaction SMILES: [CH2:30]1[O:31][CH2:32][CH2:33][CH2:34]1.[CH3:1][O:2][C:3](=[O:4])[c:5]1[cH:6][c:7]([NH:16][C:17](=[O:18])[c:19]2[nH:20][c:21]3[cH:22][cH:23][c:24]([Cl:28])[cH:25][c:26]3[cH:27]2)[cH:8][c:9]2[c:15]1[O:14][CH2:13][CH2:12][CH2:11][O:10]2.[ClH:29].[K+:37].[OH-:36].[OH2:35]>>[O:2]=[C:3]([OH:4])[c:5]1[cH:6][c:7]([NH:16][C:17](=[O:18])[c:19]2[nH:20][c:21]3[cH:22][cH:23][c:24]([Cl:28])[cH:25][c:26]3[cH:27]2)[cH:8][c:9]2[c:15]1[O:14][CH2:13][CH2:12][CH2:11][O:10]2. The reactants are COC1=C(C(=CC=C1)OC)O (pyrogallol 1,3-dimethyl ether), ligroin, CO (MeOH), BrN1C(CCC1=O)=O (N-bromosuccinimide). Reagents/catalysts: [H-].[Na+] (NaH). The solvent is C(Cl)Cl (CH2Cl2). Run at temperature -45 celsius. Product: BrC1=CC(=C(C(=C1)OC)O)OC (4-bromo-2,6-dimethoxy-phenol). The yield is 63.5%. Reaction SMILES: [CH3:1][O:2][C:3]1[CH:8]=[CH:7][CH:6]=[C:5]([O:9][CH3:10])[C:4]=1[OH:11].CO.[Br:14]N1C(=O)CCC1=O>[H-].[Na+].C(Cl)Cl>[Br:14][C:7]1[CH:6]=[C:5]([O:9][CH3:10])[C:4]([OH:11])=[C:3]([O:2][CH3:1])[CH:8]=1 |f:3.4|. Procedure: To a 2 liter flask equipped with a magnetic stirrer, thermometer, and nitrogen inlet, was added 77 g (0.5 mol) of pyrogallol 1,3-dimethyl ether. 5.8 ml of MeOH, and 750 ml of CH2Cl2. To this solution was added 126 mg (5 mmol) of NaH (95%). The solution was stirred while cooling to −45° C. with a dry-ice acetone bath. 94 g (0.53 mol) of powdered N-bromosuccinimide was added rapidly. The reaction mixture was then stirred for 1 hour at −35° C., heated to room temperature over next 30 min, and final... Starting materials: FC1=C(C(=O)O)C(=CC=C1F)N1N=CC=N1 (2,3-difluoro-6-(2H-1,2,3-triazol-2-yl)benzoic acid), C[C@H]1[C@H](NCCC1)CN1C(C2=CC=CC=C2C1=O)=O (2-(((2S,3R)-3-methylpiperidin-2-yl)methyl)isoindoline-1,3-dione), ClC1=NC=C(C=N1)C(F)(F)F (2-chloro-5-(trifluoromethyl)pyrimidine). Product: FC1=C(C(=CC=C1F)N1N=CC=N1)C(=O)N1[C@@H]([C@@H](CCC1)C)CNC1=NC=C(C=N1)C(F)(F)F ((2,3-Difluoro-6-(2H-1,2,3-triazol-2-yl)phenyl)((2S,3R)-3-methyl-2-(((5-(trifluoromethyl)pyrimidin-2-yl)amino)methyl)piperidin-1-yl)methanone). Reaction SMILES: [F:1][C:2]1[C:10]([F:11])=[CH:9][CH:8]=[C:7]([N:12]2[N:16]=[CH:15][CH:14]=[N:13]2)[C:3]=1[C:4]([OH:6])=O.[CH3:17][C@@H:18]1[CH2:23][CH2:22][CH2:21][NH:20][C@@H:19]1[CH2:24][N:25]1[C:33](=O)C2C(=CC=CC=2)C1=O.ClC1[N:42]=[CH:41][C:40]([C:43]([F:46])([F:45])[F:44])=[CH:39][N:38]=1>>[F:1][C:2]1[C:10]([F:11])=[CH:9][CH:8]=[C:7]([N:12]2[N:16]=[CH:15][CH:14]=[N:13]2)[C:3]=1[C:4]([N:20]1[CH2:21][CH2:22][CH2:23][C@@H:18]([CH3:17])[C@H:19]1[CH2:24][NH:25][C:33]1[N:42]=[CH:41][C:40]([C:43]([F:46])([F:45])[F:44])=[CH:39][N:38]=1)=[O:6]. Reported procedure: The title compound was prepared following the same general protocol as described in Example A1, using 2,3-difluoro-6-(2H-1,2,3-triazol-2-yl)benzoic acid, 2-(((2S,3R)-3-methylpiperidin-2-yl)methyl)isoindoline-1,3-dione and 2-chloro-5-(trifluoromethyl)pyrimidine. ESI-MS (m/z): 482 [M+1]+. 1H NMR (300 MHz, DMSO-d6) δ 8.75-7.05 (m, 7H), 5.05-2.70 (m, 5H), 1.95-0.65 (m, 8H). Reactants: 1-substituted-5-hydroxyoxindole, CN1C(CC2=CC3=C(C=C12)C(CC3)=O)=O (1-methyl-2,7-dioxo-2,3,5,6-tetrahydro-7H-cyclopenta[f]indole), C1(=CC=CC=C1)N1C(CC2=CC3=C(C=C12)C(CC3)=O)=O (1-phenyl-2,7-dioxo-2,3,5,6-tetrahydro-7H-cyclopenta[f]indole), C(CC)N1C(CC2=CC3=C(C=C12)C(CC3)=O)=O (1-n-propyl-2,7-dioxo-2,3,5,6-tetrahydro-7H-cyclopenta[f]indole), C(C)(C)N1C(CC2=CC3=C(C=C12)C(CC3)=O)=O (1-i-propyl-2,7-dioxo-2,3,5,6-tetrahydro-7H-cyclopenta[f]indole). Procedure: Starting with the appropriate 1-substituted-5-hydroxyoxindole and following the procedure of Preparation A, 1-methyl-2,7-dioxo-2,3,5,6-tetrahydro-7H-cyclopenta[f]indole, 1-phenyl-2,7-dioxo-2,3,5,6-tetrahydro-7H-cyclopenta[f]indole, 1-n-propyl-2,7-dioxo-2,3,5,6-tetrahydro-7H-cyclopenta[f]indole and 1-i-propyl-2,7-dioxo-2,3,5,6-tetrahydro-7H-cyclopenta[f]indole are prepared. Reaction SMILES: CN1C2C(=CC3CCC(=O)C=3C=2)CC1=O.[C:16]1([N:22]2[C:30]3[C:25](=[CH:26][C:27]4[CH2:33][CH2:32][C:31](=[O:34])[C:28]=4[CH:29]=3)[CH2:24][C:23]2=[O:35])C=CC=C[CH:17]=1.C(N1C2C(=CC3CCC(=O)C=3C=2)CC1=O)CC.C(N1C2C(=CC3CCC(=O)C=3C=2)CC1=O)(C)C>>[CH2:16]([N:22]1[C:30]2[C:25](=[CH:26][C:27]3[CH2:33][CH2:32][C:31](=[O:34])[C:28]=3[CH:29]=2)[CH2:24][C:23]1=[O:35])[CH3:17]. Product: C(C)N1C(CC2=CC3=C(C=C12)C(CC3)=O)=O (1-ethyl-2,7-dioxo-2,3,5,6-tetrahydro-7H-cyclopenta[f]indole). Solvent: C(C)O (ethanol), O (water). RXN SMILES: [NH2:1][C:2]1[CH:21]=[CH:20][C:5]([O:6][CH2:7][CH2:8][O:9][S:10]([C:13]2[CH:18]=[CH:17][C:16]([CH3:19])=[CH:15][CH:14]=2)(=[O:12])=[O:11])=[CH:4][C:3]=1[CH2:22][S:23]([C:26]1[CH:31]=[CH:30][CH:29]=[CH:28][CH:27]=1)(=[O:25])=[O:24].Cl.[N:33]([O-])=O.[Na+].C(=O)([O-])[O-].[Na+].[Na+]>C(O)C.O>[C:26]1([S:23]([C:22]2[C:3]3[C:2](=[CH:21][CH:20]=[C:5]([O:6][CH2:7][CH2:8][O:9][S:10]([C:13]4[CH:14]=[CH:15][C:16]([CH3:19])=[CH:17][CH:18]=4)(=[O:11])=[O:12])[CH:4]=3)[NH:1][N:33]=2)(=[O:24])=[O:25])[CH:31]=[CH:30][CH:29]=[CH:28][CH:27]=1 |f:2.3,4.5.6|. Procedure: To a mixture of toluene-4-sulfonic acid 2-(4-amino-3-benzenesulfonylmethyl-phenoxy)-ethyl ester (11.7 g, 25.3 mmol) of in ethanol (350 mL) and 1.0 N hydrochloric acid (425 mL) was dropwise added sodium nitrite (2.67 g, 38.7 mmol) in water (50 mL). After stirring at ambient temperature for 1.5 hours, solid sodium carbonate was added to basic pH. The reaction mixture was stirred for an additional 2 hours. It was then solvent evaporated and extracted with warm ethyl acetate. The organic phase was w... Conditions: time 1.5 hour. Starting materials: NC1=C(C=C(OCCOS(=O)(=O)C2=CC=C(C=C2)C)C=C1)CS(=O)(=O)C1=CC=CC=C1 (toluene-4-sulfonic acid 2-(4-amino-3-benzenesulfonylmethyl-phenoxy)-ethyl ester), Cl (hydrochloric acid), C([O-])([O-])=O.[Na+].[Na+] (sodium carbonate), N(=O)[O-].[Na+] (sodium nitrite). Isolated yield 79.8%. Product: C1(=CC=CC=C1)S(=O)(=O)C1=NNC2=CC=C(C=C12)OCCOS(=O)(=O)C1=CC=C(C=C1)C (toluene-4-sulfonic acid 2-(3-benzenesulfonyl-1H-indazol-5-yloxy)-ethyl ester). Starting materials: C[Si](C)(C)[N-][Si](C)(C)C, CCO, Cl, N#Cc1ccccc1F, [Li+]. Product: Cl, N=C(N)c1ccccc1F. As a reaction SMILES: [CH3:1][Si:2]([N-:5][Si:3]([CH3:4])([CH3:6])[CH3:7])([CH3:8])[CH3:9].[CH3:21][CH2:22][OH:23].[ClH:20].[F:11][c:12]1[c:13]([C:14]#[N:15])[cH:16][cH:17][cH:18][cH:19]1.[Li+:10]>>[ClH:20].[NH2:5][C:14]([c:13]1[c:12]([F:11])[cH:19][cH:18][cH:17][cH:16]1)=[NH:15]. Reactants: CCOC(=O)CCCOc1ccc2c(c1)c(CC(N)=O)c(SC)n2Cc1ccccc1, C1CCOC1, CCO, [Na+], [OH-]. The product is CSc1c(CC(N)=O)c2cc(OCCCC(=O)O)ccc2n1Cc1ccccc1. As a reaction SMILES: [CH2:1]([CH3:2])[O:3][C:4]([CH2:5][CH2:6][CH2:7][O:8][c:9]1[cH:10][c:11]2[c:12]([CH2:27][C:28](=[O:29])[NH2:30])[c:13]([S:25][CH3:26])[n:14]([CH2:18][c:19]3[cH:20][cH:21][cH:22][cH:23][cH:24]3)[c:15]2[cH:16][cH:17]1)=[O:31].[CH2:34]1[O:35][CH2:36][CH2:37][CH2:38]1.[CH3:39][CH2:40][OH:41].[Na+:33].[OH-:32]>>[O:3]=[C:4]([CH2:5][CH2:6][CH2:7][O:8][c:9]1[cH:10][c:11]2[c:12]([CH2:27][C:28](=[O:29])[NH2:30])[c:13]([S:25][CH3:26])[n:14]([CH2:18][c:19]3[cH:20][cH:21][cH:22][cH:23][cH:24]3)[c:15]2[cH:16][cH:17]1)[OH:31]. Reactants: CCOC(=O)C1=C(c2ccc(S(C)(=O)=O)cc2)C(C)(C)OC1=O, C1CCNCC1, C[Al](C)C, ClCCl, Cl. Yields the product CC1(C)OC(=O)C(C(=O)N2CCCCC2)=C1c1ccc(S(C)(=O)=O)cc1. As a reaction SMILES: [CH2:11]([O:13][C:14](=[O:12])[C:16]1=[C:20]([c:21]2[cH:22][cH:23][c:24]([S:27](=[O:28])(=[O:29])[CH3:30])[cH:25][cH:26]2)[C:19]([CH3:31])([CH3:32])[O:18][C:17]1=[O:33])[CH3:15].[CH2:1]1[CH2:2][CH2:3][NH:4][CH2:5][CH2:6]1.[CH3:7][Al:8]([CH3:9])[CH3:10].[Cl:35][CH2:36][Cl:37].[ClH:34]>>[CH2:1]1[CH2:2][CH2:3][N:4]([C:14](=[O:13])[C:16]2=[C:20]([c:21]3[cH:22][cH:23][c:24]([S:27](=[O:28])(=[O:29])[CH3:30])[cH:25][cH:26]3)[C:19]([CH3:31])([CH3:32])[O:18][C:17]2=[O:33])[CH2:5][CH2:6]1.